The task is: describe an organic reaction: reactants, conditions, products, and yield. This data is from the Open Reaction Database (ORD), a public repository of structured organic reaction records. Starting materials: O (water), [Na] (Sodium), C(CCC)O (butanol), [Na] (sodium), ClCC(=O)O (chloroacetic acid), C(CCC)O (butanol). Product: C(COCCCC)(=O)O (3-oxaheptanoic acid). Reaction SMILES: [Na].Cl[CH2:3][C:4]([OH:6])=[O:5].O.[CH2:8]([OH:12])[CH2:9][CH2:10][CH3:11]>>[C:4]([OH:6])(=[O:5])[CH2:3][O:12][CH2:8][CH2:9][CH2:10][CH3:11] |^1:0|. Reported procedure: Sodium metal (16 g) was added to 92.5 ml of butanol and heated at reflux under nitrogen. After the sodium had reacted, chloroacetic acid (32.9 g) in 40 ml of butanol was added dropwise and then heated at reflux for twenty hours. The mixture, upon cooling to room temperature, was added to 1300 ml of water and extracted four times with 250-ml portions of diethyl ether. The aqueous phase was acidified to about pH 2 with aqueous hydrochloric acid and again extracted four times with 250-ml portions o...